This data is from the Open Reaction Database (ORD), a public repository of structured organic reaction records. The task is: describe an organic reaction: reactants, conditions, products, and yield Reactants: ClC=1C=C(N)C=CC1F (3-chloro-4-fluoroaniline), Br.BrC(C)C=1C=C(C=C2C(C=C(OC12)N1CCOCC1)=O)C(=O)N(C)C (8-(1-bromoethyl)-N,N-dimethyl-2-morpholino-4-oxo-4H-chromene-6-carboxamide hydrobromide). Product: ClC=1C=C(C=CC1F)NC(C)C=1C=C(C=C2C(C=C(OC12)N1CCOCC1)=O)C(=O)N(C)C (8-(1-(3-chloro-4-fluorophenylamino)ethyl)-N,N-dimethyl-2-morpholino-4-oxo-4H-chromene-6-carboxamide). Isolated yield 62.8%. Reaction SMILES: [Cl:1][C:2]1[CH:3]=[C:4]([CH:6]=[CH:7][C:8]=1[F:9])[NH2:5].Br.Br[CH:12]([C:14]1[CH:15]=[C:16]([C:31]([N:33]([CH3:35])[CH3:34])=[O:32])[CH:17]=[C:18]2[C:23]=1[O:22][C:21]([N:24]1[CH2:29][CH2:28][O:27][CH2:26][CH2:25]1)=[CH:20][C:19]2=[O:30])[CH3:13]>>[Cl:1][C:2]1[CH:3]=[C:4]([NH:5][CH:12]([C:14]2[CH:15]=[C:16]([C:31]([N:33]([CH3:35])[CH3:34])=[O:32])[CH:17]=[C:18]3[C:23]=2[O:22][C:21]([N:24]2[CH2:29][CH2:28][O:27][CH2:26][CH2:25]2)=[CH:20][C:19]3=[O:30])[CH3:13])[CH:6]=[CH:7][C:8]=1[F:9] |f:1.2|. Reported procedure: 3-chloro-4-fluoroaniline (238 mg, 1.63 mmol) was reacted with 8-(1-bromoethyl)-N,N-dimethyl-2-morpholino-4-oxo-4H-chromene-6-carboxamide hydrobromide (200 mg, 0.41 mmol, as described in Example 3.03) to give 8-(1-(3-chloro-4-fluorophenylamino)ethyl)-N,N-dimethyl-2-morpholino-4-oxo-4H-chromene-6-carboxamide (122 mg, 63.1%) as a white solid. Mass Spectrum: M+H+ 474. NMR Spectrum: (DMSOd6) 1.51 (d, 3H), 2.70 (s, 3H), 2.94 (s, 3H), 3.50-3.64 (m, 4H), 3.69-3.81 (m, 4H), 4.94-5.05 (m, 1H), 5.60 (m, 1H... Reactants: [Si](C)(C)(C(C)(C)C)O[C@H](CC(=O)OC)C (methyl (S)-3-t-butyldimethylsilyloxybutanoate), C(Cl)Cl (CH2Cl2), [H-].C(C(C)C)[Al+]CC(C)C (diisobutylaluminum hydride). The solvent is C1(=CC=CC=C1)C (toluene). Yields the product [Si](C)(C)(C(C)(C)C)O[C@H](CC=O)C ((S)-3-t-Butyldimethylsilyloxybutanal). RXN SMILES: [Si:1]([O:8][C@@H:9]([CH3:15])[CH2:10][C:11](OC)=[O:12])([C:4]([CH3:7])([CH3:6])[CH3:5])([CH3:3])[CH3:2].C(Cl)Cl.[H-].C([Al+]CC(C)C)C(C)C>C1(C)C=CC=CC=1>[Si:1]([O:8][C@@H:9]([CH3:15])[CH2:10][CH:11]=[O:12])([C:4]([CH3:7])([CH3:6])[CH3:5])([CH3:3])[CH3:2] |f:2.3|. Procedure details: To a 50 ml round bottom flask was introduced 200 mg (0.86 mmol) of methyl (S)-3-t-butyldimethylsilyloxybutanoate, to which was added 2.5 ml dry CH2Cl2. The reaction was stirred in a dry ice/acetone bath, and 1.72 ml (2 eq.) of 1M diisobutylaluminum hydride in toluene was added dropwise. After stirring for 1 hour at -78° C., the reaction was quenched with 2 ml of MeOH and warmed to room temperature. The reaction was diluted with 25 ml of CH2Cl2 and 8 ml saturated aq. potassium sodium tartrate was...